This data is from the Open Reaction Database (ORD), a public repository of structured organic reaction records. The task is: describe an organic reaction: reactants, conditions, products, and yield Starting materials: COC(=O)COc1ccc(F)c2nc(OC(F)F)c(Cc3ccc(S(C)(=O)=O)cc3Cl)c(C)c12, CO, CC(=O)O, [Li+], [OH-], O. Yields the product Cc1c(Cc2ccc(S(C)(=O)=O)cc2Cl)c(OC(F)F)nc2c(F)ccc(OCC(=O)O)c12. RXN SMILES: [CH3:1][O:2][C:3]([CH2:4][O:5][c:6]1[c:7]2[c:8]([CH3:33])[c:9]([CH2:21][c:22]3[c:23]([Cl:32])[cH:24][c:25]([S:28](=[O:29])(=[O:30])[CH3:31])[cH:26][cH:27]3)[c:10]([O:17][CH:18]([F:19])[F:20])[n:11][c:12]2[c:13]([F:16])[cH:14][cH:15]1)=[O:34].[CH3:35][OH:36].[CH3:40][C:41](=[O:42])[OH:43].[Li+:37].[OH-:38].[OH2:39]>>[O:2]=[C:3]([CH2:4][O:5][c:6]1[c:7]2[c:8]([CH3:33])[c:9]([CH2:21][c:22]3[c:23]([Cl:32])[cH:24][c:25]([S:28](=[O:29])(=[O:30])[CH3:31])[cH:26][cH:27]3)[c:10]([O:17][CH:18]([F:19])[F:20])[n:11][c:12]2[c:13]([F:16])[cH:14][cH:15]1)[OH:34]. As a reaction SMILES: [CH2:11]([CH3:12])[O:13][CH2:14][C:15](=[O:16])[Cl:17].[NH2:1][c:2]1[s:3][c:4]2[c:5]([n:6]1)[cH:7][cH:8][cH:9][cH:10]2.[cH:18]1[cH:19][cH:20][n:21][cH:22][cH:23]1>>[NH:1]([c:2]1[s:3][c:4]2[c:5]([n:6]1)[cH:7][cH:8][cH:9][cH:10]2)[C:15]([CH2:14][O:13][CH2:11][CH3:12])=[O:16]. The reactants are CCOCC(=O)Cl, Nc1nc2ccccc2s1, c1ccncc1. The product is CCOCC(=O)Nc1nc2ccccc2s1.